This data is from the Open Reaction Database (ORD), a public repository of structured organic reaction records. The task is: describe an organic reaction: reactants, conditions, products, and yield The reactants are CC1(C)CC2CC(C)(CN2C(=O)c2ccc(NC(=O)OC(C)(C)C)cc2)C1, ClCCl, O=C(O)C(F)(F)F. The product is CC1(C)CC2CC(C)(CN2C(=O)c2ccc(N)cc2)C1. As a reaction SMILES: [C:1]([O:2][C:3](=[O:4])[NH:7][c:8]1[cH:9][cH:10][c:11]([C:14](=[O:15])[N:16]2[CH:17]3[CH2:18][C:19]([CH3:25])([CH3:26])[CH2:20][C:21]([CH3:24])([CH2:22]2)[CH2:23]3)[cH:12][cH:13]1)([CH3:5])([CH3:6])[CH3:27].[Cl:35][CH2:36][Cl:37].[F:28][C:29]([F:30])([F:31])[C:32]([OH:33])=[O:34]>>[NH2:7][c:8]1[cH:9][cH:10][c:11]([C:14](=[O:15])[N:16]2[CH:17]3[CH2:18][C:19]([CH3:25])([CH3:26])[CH2:20][C:21]([CH3:24])([CH2:22]2)[CH2:23]3)[cH:12][cH:13]1.